From a dataset of the Open Reaction Database (ORD), a public repository of structured organic reaction records. describe an organic reaction: reactants, conditions, products, and yield Yields the product C1OCCC2=CC=CC=C12 (isochroman). Procedure: oxocane; 2,3-epoxybutane; 1,2-epoxybut-3-ene; styrene oxide; 2-ethylfuran; 2-tert-butylfuran; 2,3-dimethylfuran; 2,3-dihydrobenzofuran; dimethyl 3-furylmethyl borate; 2-trimethylsilylfuran; 3-trimethylsilylfuran; oxazole; 1,3,4-oxadiazole; 3,4-dichloro-1,2-epoxybutane; 3,4-dibromo-1,2-epoxybutane and the like. RXN SMILES: [O:1]1[CH2:8][CH2:7][CH2:6][CH2:5][CH2:4][CH2:3][CH2:2]1.O1C(C)[CH:10]1[CH3:11].O1C(C=C)C1.C1OC1C1C=CC=CC=1.C(C1OC=CC=1)C.C(C1OC=CC=1)(C)(C)C.CC1OC=CC=1C.O1C2C=CC=CC=2CC1.B(OCC1C=COC=1)(OC)OC.C[Si](C)(C)C1OC=CC=1.C[Si](C)(C)C1C=COC=1.O1C=CN=C1.O1C=NN=C1.ClC(CCl)C1OC1.BrC(CBr)C1OC1>>[CH2:8]1[C:7]2[C:2](=[CH:3][CH:4]=[CH:5][CH:6]=2)[CH2:11][CH2:10][O:1]1. The reactants are O1CCCCCCC1 (oxocane), C[Si](C=1OC=CC1)(C)C (2-trimethylsilylfuran), C(C)C=1OC=CC1 (2-ethylfuran), BrC(C1CO1)CBr (3,4-dibromo-1,2-epoxybutane), O1C=NN=C1 (1,3,4-oxadiazole), O1CCC2=C1C=CC=C2 (2,3-dihydrobenzofuran), ClC(C1CO1)CCl (3,4-dichloro-1,2-epoxybutane), B(OC)(OC)OCC1=COC=C1 (dimethyl 3-furylmethyl borate), CC=1OC=CC1C (2,3-dimethylfuran), O1C(C)C1C (2,3-epoxybutane), C1C(C2=CC=CC=C2)O1 (styrene oxide), O1C=NC=C1 (oxazole), C[Si](C1=COC=C1)(C)C (3-trimethylsilylfuran), O1CC1C=C (1,2-epoxybut-3-ene), C(C)(C)(C)C=1OC=CC1 (2-tert-butylfuran). Yield: 81.5%. Reported procedure: A solution of 3.25 g (0.0123 mole) of 2-(4-isopropoxy-2-fluorophenyl)-1,2,4-triazine-3,5-dione in 30 mL of N,N-dimethylformamide was added to a suspension of 0.50 g (0.0125 mole) of sodium hydride in 30 mL of N,N-dimethylformamide at ambient temperature. When gas evolution had ceased, 3.55 g (0.025 mole) of iodomethane was added in one portion. This mixture was stirred for one hour without heating and was then poured into 300 mL of dilute hydrochloric acid. The resulting mixture was extracted se... Product: C(C)(C)OC1=CC(=C(C=C1)N1N=CC(N(C1=O)C)=O)F (2-(4-isopropoxy-2-fluorophenyl)-4-methyl-1,2,4-triazine-3,5-dione). As a reaction SMILES: [CH:1]([O:4][C:5]1[CH:10]=[CH:9][C:8]([N:11]2[C:16](=[O:17])[NH:15][C:14](=[O:18])[CH:13]=[N:12]2)=[C:7]([F:19])[CH:6]=1)([CH3:3])[CH3:2].[H-].[Na+].I[CH3:23].Cl>CN(C)C=O>[CH:1]([O:4][C:5]1[CH:10]=[CH:9][C:8]([N:11]2[C:16](=[O:17])[N:15]([CH3:23])[C:14](=[O:18])[CH:13]=[N:12]2)=[C:7]([F:19])[CH:6]=1)([CH3:3])[CH3:2] |f:1.2|. The solvent is CN(C=O)C (N,N-dimethylformamide), CN(C=O)C (N,N-dimethylformamide). Conditions: time 1 hour. The reactants are C(C)(C)OC1=CC(=C(C=C1)N1N=CC(NC1=O)=O)F (2-(4-isopropoxy-2-fluorophenyl)-1,2,4-triazine-3,5-dione), [H-].[Na+] (sodium hydride), Cl (hydrochloric acid), IC (iodomethane).